From a dataset of the Open Reaction Database (ORD), a public repository of structured organic reaction records. describe an organic reaction: reactants, conditions, products, and yield Reactants: [H][H] (hydrogen), C(C)(C)(C)OC(NC(C(=O)N1CCC(CC1)(CC1=CC=C(C=C1)[N+](=O)[O-])C(NC1CCCCC1)=O)CC=1SC=CC1)=O ({2-[4-Cyclohexylcarbamoyl-4-(4-nitro-benzyl)-piperidin-1-yl]-2-oxo-1-thiophen-2-ylmethyl-ethyl}-carbamic acid tert-butyl ester), C(C)O (ethanol). Reagents/catalysts: [Pd] (palladium on carbon). Run in O1CCCC1 (tetrahydrofuran). Yields the product C(C)(C)(C)OC(N[C@H](C(=O)N1CCC(CC1)(C(NC1CCCCC1)=O)CC1=CC=C(C=C1)N)CC=1SC=CC1)=O ((S)-{2-[4-(4-aminobenzyl)-4-cyclohexylcarbamoyl-piperidin-1-yl]-2-oxo-1-thiophen-2-ylmethyl-ethyl}-carbamic acid tert-butyl ester). RXN SMILES: [C:1]([O:5][C:6](=[O:42])[NH:7][CH:8]([CH2:36][C:37]1[S:38][CH:39]=[CH:40][CH:41]=1)[C:9]([N:11]1[CH2:16][CH2:15][C:14]([C:27](=[O:35])[NH:28][CH:29]2[CH2:34][CH2:33][CH2:32][CH2:31][CH2:30]2)([CH2:17][C:18]2[CH:23]=[CH:22][C:21]([N+:24]([O-])=O)=[CH:20][CH:19]=2)[CH2:13][CH2:12]1)=[O:10])([CH3:4])([CH3:3])[CH3:2].C(O)C.[H][H]>O1CCCC1.[Pd]>[C:1]([O:5][C:6](=[O:42])[NH:7][C@@H:8]([CH2:36][C:37]1[S:38][CH:39]=[CH:40][CH:41]=1)[C:9]([N:11]1[CH2:12][CH2:13][C:14]([CH2:17][C:18]2[CH:19]=[CH:20][C:21]([NH2:24])=[CH:22][CH:23]=2)([C:27](=[O:35])[NH:28][CH:29]2[CH2:34][CH2:33][CH2:32][CH2:31][CH2:30]2)[CH2:15][CH2:16]1)=[O:10])([CH3:4])([CH3:2])[CH3:3]. Procedure: To a solution of {2-[4-Cyclohexylcarbamoyl-4-(4-nitro-benzyl)-piperidin-1-yl]-2-oxo-1-thiophen-2-ylmethyl-ethyl}-carbamic acid tert-butyl ester (9.77 mmol; 5.85 g) (prepared as in Example 1, substituting 4-nitrobenzylbromide for 4-biphenylmethyl bromide and cyclohexylamine for cyclohexylmethylamine), in tetrahydrofuran (20 mL) and ethanol (40 mL) was added 10% palladium on carbon (2 g), and the resulting mixture was hydrogenated under 50 psi of hydrogen pressure overnight at room temperature. Th... The reactants are BrB(Br)Br, ClCCl, c1ccc(C2(c3nc(-c4ccc5c(c4)OCO5)cs3)CC2)cc1. Product: Oc1ccc(-c2csc(C3(c4ccccc4)CC3)n2)cc1O. RXN SMILES: [B:24]([Br:25])([Br:26])[Br:27].[CH2:28]([Cl:29])[Cl:30].[O:1]1[CH2:2][O:3][c:4]2[c:5]1[cH:6][cH:7][c:8](-[c:10]1[n:11][c:12]([C:15]3([c:18]4[cH:19][cH:20][cH:21][cH:22][cH:23]4)[CH2:16][CH2:17]3)[s:13][cH:14]1)[cH:9]2>>[OH:1][c:5]1[c:4]([OH:3])[cH:9][c:8](-[c:10]2[n:11][c:12]([C:15]3([c:18]4[cH:19][cH:20][cH:21][cH:22][cH:23]4)[CH2:16][CH2:17]3)[s:13][cH:14]2)[cH:7][cH:6]1. The reactants are O (water), C(C)OC(C(C)(N1C(COC2=C1C=C(C=C2)O)=O)CC)=O (ethyl 2-(6-hydroxy-3-oxo-2,3-dihydro-benzo[1,4]oxazin-4-yl)-propionic acid ethyl ester), C(C)(C)(C)OC(=O)N1CC(C1)OS(=O)(=O)C (3-methanesulfonyloxy-azetidine-1-carboxylic acid tert-butyl ester), C(=O)([O-])[O-].[Cs+].[Cs+] (Cs2CO3). Solvent: CN(C)C=O (DMF). Reaction conditions: temperature 90 celsius, time 3 hour. Yields the product C(C)(C)(C)OC(=O)N1CC(C1)OC=1C=CC2=C(N(C(CO2)=O)C(C)C(=O)OCC)C1 (3-[4-(1-ethoxycarbonyl-ethyl)-3-oxo-3,4-dihydro-2H-benzo[1,4]oxazin-6-yloxy]-azetidine-1-carboxylic acid tert-butyl ester). Yield: 40.9%. RXN SMILES: [CH2:1]([O:3][C:4](=[O:21])[C:5]([CH2:19]C)([N:7]1[C:12]2[CH:13]=[C:14]([OH:17])[CH:15]=[CH:16][C:11]=2[O:10][CH2:9][C:8]1=[O:18])C)[CH3:2].[C:22]([O:26][C:27]([N:29]1[CH2:32][CH:31](OS(C)(=O)=O)[CH2:30]1)=[O:28])([CH3:25])([CH3:24])[CH3:23].C([O-])([O-])=O.[Cs+].[Cs+].O>CN(C=O)C>[C:22]([O:26][C:27]([N:29]1[CH2:32][CH:31]([O:17][C:14]2[CH:15]=[CH:16][C:11]3[O:10][CH2:9][C:8](=[O:18])[N:7]([CH:5]([C:4]([O:3][CH2:1][CH3:2])=[O:21])[CH3:19])[C:12]=3[CH:13]=2)[CH2:30]1)=[O:28])([CH3:25])([CH3:23])[CH3:24] |f:2.3.4|. Procedure: A mixture of ethyl 2-(6-hydroxy-3-oxo-2,3-dihydro-benzo[1,4]oxazin-4-yl)-propionic acid ethyl ester (1.08 g, 4.07 mmol), 3-methanesulfonyloxy-azetidine-1-carboxylic acid tert-butyl ester (1.12 g, 4.48 mmol) and Cs2CO3 (2.65 g, 8.12 mmol) in DMF (20 mL) was stirred at 90° C. for 3 h. The reaction mixture was cooled to ambient temperature and poured into water (150 mL). The aqueous mixture was extracted with EtOAc (3×20 mL) and the combined organic phase was washed with brine (50 mL), dried over a... Starting materials: ClC1=C(C(=O)NC=2C=CC=C3C(=C(C=NC23)COC(=O)OC2=CC=CC=C2)N2C=NC=C2)C(=CC=C1)Cl (8-(2,6-dichlorobenzoylamino)-3-(phenoxycarbonyloxymethyl)-4-(imidazol-1-yl)quinoline), solution, CN (methylamine). Run in CO (methanol), CO (methanol). Conditions: time 1 hour. Yields the product ClC1=C(C(=O)NC=2C=CC=C3C(=C(C=NC23)COC(NC)=O)N2C=NC=C2)C(=CC=C1)Cl (8-(2,6-dichlorobenzoylamino)-4-(imidazol-1-yl)-3-(methylcarbamoyloxymethyl)quinoline). As a reaction SMILES: [Cl:1][C:2]1[CH:36]=[CH:35][CH:34]=[C:33]([Cl:37])[C:3]=1[C:4]([NH:6][C:7]1[CH:8]=[CH:9][CH:10]=[C:11]2[C:16]=1[N:15]=[CH:14][C:13]([CH2:17][O:18][C:19]([O:21]C1C=CC=CC=1)=O)=[C:12]2[N:28]1[CH:32]=[CH:31][N:30]=[CH:29]1)=[O:5].[CH3:38][NH2:39]>CO>[Cl:1][C:2]1[CH:36]=[CH:35][CH:34]=[C:33]([Cl:37])[C:3]=1[C:4]([NH:6][C:7]1[CH:8]=[CH:9][CH:10]=[C:11]2[C:16]=1[N:15]=[CH:14][C:13]([CH2:17][O:18][C:19](=[O:21])[NH:39][CH3:38])=[C:12]2[N:28]1[CH:32]=[CH:31][N:30]=[CH:29]1)=[O:5]. Procedure: To a solution of 8-(2,6-dichlorobenzoylamino)-3-(phenoxycarbonyloxymethyl)-4-(imidazol-1-yl)quinoline (100 mg) in methanol (4 ml) was dropwise added a solution of 2M solution of methylamine in methanol (4 ml) under ice-cooling, and the mixture was stirred for 1 hour at ambient temperature. The mixture was concentrated in vacuo, and the residue was crystallized from ethanol to give 8-(2,6-dichlorobenzoylamino)-4-(imidazol-1-yl)-3-(methylcarbamoyloxymethyl)quinoline (50 mg). Reactants: C(C)OC(C(C(COC)C1=CNC2=CC=CC(=C12)CC1=C(C=CC=C1)Cl)N)=O (2-amino-3-[4-(2-chlorobenzyl)-indol-3-yl]-4-methoxybutyric acid ethyl ester), C=O (paraformaldehyde), O (water). Run in C1(=CC=CC=C1)C (toluene). The product is C(C)OC(=O)C1NCC=2NC3=CC=CC(=C3C2C1COC)CC1=C(C=CC=C1)Cl (1,2,3,4-tetrahydro-5-(2-chlorobenzyl)-4-methoxymethyl-β-carboline-3-carboxylic acid ethyl ester). Yield: 18.6%. RXN SMILES: [CH2:1]([O:3][C:4](=[O:28])[CH:5]([NH2:27])[CH:6]([C:10]1[C:18]2[C:13](=[CH:14][CH:15]=[CH:16][C:17]=2[CH2:19][C:20]2[CH:25]=[CH:24][CH:23]=[CH:22][C:21]=2[Cl:26])[NH:12][CH:11]=1)[CH2:7][O:8][CH3:9])[CH3:2].[CH2:29]=O.O>C1(C)C=CC=CC=1>[CH2:1]([O:3][C:4]([CH:5]1[CH:6]([CH2:7][O:8][CH3:9])[C:10]2[C:18]3[C:13](=[CH:14][CH:15]=[CH:16][C:17]=3[CH2:19][C:20]3[CH:25]=[CH:24][CH:23]=[CH:22][C:21]=3[Cl:26])[NH:12][C:11]=2[CH2:29][NH:27]1)=[O:28])[CH3:2]. Reported procedure: 5.2 g (0.013 mol) of 2-amino-3-[4-(2-chlorobenzyl)-indol-3-yl]-4-methoxybutyric acid ethyl ester is refluxed for one hour with 0.44 g of paraformaldehyde in 500 ml of toluene under argon on a water separator. Then it is filtered off from a turbidity. The evaporation residue is chromatographed on silica gel with equal parts of acetone and dichloromethane and yields 1 g (19% of theory) of 1,2,3,4-tetrahydro-5-(2-chlorobenzyl)-4-methoxymethyl-β-carboline-3-carboxylic acid ethyl ester. Reactants: C(C)(C)(C)C1C(OC=C1O)=O (3-tert-Butyl-4-hydroxy-2-furanone), O.NN (hydrazine hydrate). The solvent is CCO (EtOH). The product is C(C)(C)(C)C=1C(N=NC1CO)=O (4-tert-Butyl-5-hydroxymethyl-pyrazol-3-one). Yield: 101.9%. Reaction SMILES: [C:1]([CH:5]1[C:9](O)=[CH:8][O:7][C:6]1=[O:11])([CH3:4])([CH3:3])[CH3:2].O.[NH2:13][NH2:14]>CCO>[C:1]([C:5]1[C:6](=[O:11])[N:13]=[N:14][C:9]=1[CH2:8][OH:7])([CH3:4])([CH3:3])[CH3:2] |f:1.2|. Procedure: 3-tert-Butyl-4-hydroxy-2-furanone (6.6 g, 42 mmol) was dissolved in EtOH (75 mL) with hydrazine hydrate (6.6 mL, 0.21 mol) and was heated at reflux for 16h. The solvent was evaporated and the residue azeotroped with xylene ( 3×50 mL) to afford the title compound (7.2 g, 100%) as a colourless solid. mp 169-172° C. 1H NMR (360 MHz, d6-DMSO) δ1.26 (9H, s), 4.41 (2H, d, J=5.2 Hz), 4.97-5.01 (1H, m), 9.30 (1H, br s), 11.05 (1H, br s). MS (ES+) 171 (M+1). The reactants are Cc1cc(Nc2nc(Cl)ncc2Br)n[nH]1, CCCCO, CCN(C(C)C)C(C)C, Cl, Cc1cc(CN)on1. Yields the product Cc1cc(CNc2ncc(Br)c(Nc3cc(C)[nH]n3)n2)on1. Reaction SMILES: [Br:10][c:11]1[c:12]([NH:18][c:19]2[n:20][nH:21][c:22]([CH3:24])[cH:23]2)[n:13][c:14]([Cl:17])[n:15][cH:16]1.[CH2:34]([OH:35])[CH2:36][CH2:37][CH3:38].[CH:25]([N:26]([CH2:27][CH3:28])[CH:29]([CH3:30])[CH3:31])([CH3:32])[CH3:33].[ClH:1].[NH2:2][CH2:3][c:4]1[cH:5][c:6]([CH3:9])[n:7][o:8]1>>[NH:2]([CH2:3][c:4]1[cH:5][c:6]([CH3:9])[n:7][o:8]1)[c:14]1[n:13][c:12]([NH:18][c:19]2[n:20][nH:21][c:22]([CH3:24])[cH:23]2)[c:11]([Br:10])[cH:16][n:15]1. Reactants: NC1=CC=CC=C1 (aniline), C(C)(C)(C)ON=O (t-butylnitrite), C(C)(C)(C)ON=O (t-butylnitrite), C(C=C)Br (allyl bromide), NC1=C(C(=O)C2=CC=CC=C2)C=C(C=C1)[N+](=O)[O-] (2-amino-5-nitrobenzophenone). Run in CC#N (CH3CN). Reaction conditions: temperature 30 celsius, time 1 hour. Product: C(C=C)C1=C(C(=O)C2=CC=CC=C2)C=C(C=C1)[N+](=O)[O-] (2-allyl-5-nitrobenzophenone). Isolated yield 46.1%. As a reaction SMILES: [C:1](ON=O)(C)([CH3:3])[CH3:2].C(Br)C=C.N[C:13]1[CH:26]=[CH:25][C:24]([N+:27]([O-:29])=[O:28])=[CH:23][C:14]=1[C:15]([C:17]1[CH:22]=[CH:21][CH:20]=[CH:19][CH:18]=1)=[O:16].NC1C=CC=CC=1>CC#N>[CH2:3]([C:13]1[CH:26]=[CH:25][C:24]([N+:27]([O-:29])=[O:28])=[CH:23][C:14]=1[C:15]([C:17]1[CH:22]=[CH:21][CH:20]=[CH:19][CH:18]=1)=[O:16])[CH:1]=[CH2:2]. Reported procedure: To a solution of t-butylnitrite (535 μl, 4.5 mmol) and allyl bromide (3.9 ml, 45.0 mmol) in CH3CN (3 ml), 2-amino-5-nitrobenzophenone (727 mg, 3.0 mmol) was added during 20 minutes while maintaining the temperature of the reaction mixture at 28-32° C. At the end of the addition of the aniline, extra t-butylnitrite (360 μl, 3 mmol) was added to the reaction mixture which then was stirred at 25° C. for one hour. The volatile material in the reaction mixture was removed at reduced pressure. Column ... Starting materials: ClC[C@H](CC1=CC=C(C=C1)OC)NC(C)=O (N-[(1S)-2-chloro-1-(4-methoxybenzyl)ethyl]acetamide), C[S-].[Na+] (sodium thiomethoxide). The solvent is CN1C(CCC1)=O (N-methylpyrrolidone), CN1C(CCC1)=O (N-methylpyrrolidone). Run at time 2 hour. The product is COC1=CC=C(C[C@@H](CSC)NC(C)=O)C=C1 (N-[(1S)-1-(4-methoxybenzyl)-2-(methylthio)ethyl]acetamide). Reaction SMILES: Cl[CH2:2][C@@H:3]([NH:13][C:14](=[O:16])[CH3:15])[CH2:4][C:5]1[CH:10]=[CH:9][C:8]([O:11][CH3:12])=[CH:7][CH:6]=1.[CH3:17][S-:18].[Na+]>CN1CCCC1=O>[CH3:12][O:11][C:8]1[CH:9]=[CH:10][C:5]([CH2:4][C@H:3]([NH:13][C:14](=[O:16])[CH3:15])[CH2:2][S:18][CH3:17])=[CH:6][CH:7]=1 |f:1.2|. Procedure details: The N-[(1S)-2-chloro-1-(4-methoxybenzyl)ethyl]acetamide in solution in N-methylpyrrolidone prepared in the preceding stage is added to a suspension of sodium thiomethoxide (1.8 g) in 3.8 ml of N-methylpyrrolidone at 20° C. The reaction medium is brought to 40° C. for 2 hours. The product formed is precipitated by addition of 5.7 ml of water. After filtration and drying, 3.7 g of N-[(1S)-1-(4-methoxybenzyl)-2-(methylthio)ethyl]acetamide are isolated. The reactants are FC1=CC=C2C=C(C(=NC2=C1C)N1CCN(CC1)C1=NC=CN=C1)[C@H](C)N ((S)-1-{7-fluoro-8-methyl-2-[4-(pyrazin-2-yl)piperazin-1-yl]quinolin-3-yl}-ethanamine), ClC=1C2=C(N=CN1)C=CC=N2 (4-chloropyrido[3,2-d]pyrimidine), CCN(C(C)C)C(C)C (DIPEA). Run in CN1CCCC1=O (NMP). The product is FC1=CC=C2C=C(C(=NC2=C1C)N1CCN(CC1)C1=NC=CN=C1)[C@H](C)NC=1C2=C(N=CN1)C=CC=N2 ((S)-N-(1-{7-Fluoro-8-methyl-2-[4-(pyrazin-2-yl)piperazin-1-yl]quinolin-3-yl}ethyl)pyrido[3,2-d]pyrimidin-4-amine). Yield: 46.7%. Reaction SMILES: [F:1][C:2]1[C:11]([CH3:12])=[C:10]2[C:5]([CH:6]=[C:7]([C@@H:25]([NH2:27])[CH3:26])[C:8]([N:13]3[CH2:18][CH2:17][N:16]([C:19]4[CH:24]=[N:23][CH:22]=[CH:21][N:20]=4)[CH2:15][CH2:14]3)=[N:9]2)=[CH:4][CH:3]=1.Cl[C:29]1[C:30]2[N:38]=[CH:37][CH:36]=[CH:35][C:31]=2[N:32]=[CH:33][N:34]=1.CCN(C(C)C)C(C)C>CN1C(=O)CCC1>[F:1][C:2]1[C:11]([CH3:12])=[C:10]2[C:5]([CH:6]=[C:7]([C@@H:25]([NH:27][C:29]3[C:30]4[N:38]=[CH:37][CH:36]=[CH:35][C:31]=4[N:32]=[CH:33][N:34]=3)[CH3:26])[C:8]([N:13]3[CH2:14][CH2:15][N:16]([C:19]4[CH:24]=[N:23][CH:22]=[CH:21][N:20]=4)[CH2:17][CH2:18]3)=[N:9]2)=[CH:4][CH:3]=1. Reported procedure: Following the procedure described for Intermediate 13, Intermediate 15 (470 mg, 1.1 mmol) and TFA (3 mL) in DCM (6 mL) afforded (S)-1-{7-fluoro-8-methyl-2-[4-(pyrazin-2-yl)piperazin-1-yl]quinolin-3-yl}ethanamine as a white foam, which was used in the next step without any further purification. Following the procedure described for Example 5, (S)-1-{7-fluoro-8-methyl-2-[4-(pyrazin-2-yl)piperazin-1-yl]quinolin-3-yl}-ethanamine (60 mg, 0.16 mmol), 4-chloropyrido[3,2-d]pyrimidine (33 mg, 0.19 mmol) ...